Dataset: the Open Reaction Database (ORD), a public repository of structured organic reaction records. Task: describe an organic reaction: reactants, conditions, products, and yield The reactants are Cl (hydrochloric acid), ClC1=CC=CC=2N1C=C(N2)COC2=CC=C(CN1N=C(C(=C1)CCC(=O)OCC)OCC)C=C2 (ethyl 3-[1-[4-(5-chloroimidazo[1,2-a]pyridin-2-ylmethoxy)benzyl]-3-ethoxy-1H-pyrazol-4-yl]propionate), [OH-].[Na+] (sodium hydroxide), O1CCCC1 (tetrahydrofuran). The solvent is C(C)O (ethanol). Run at time 3 hour. Yields the product ClC1=CC=CC=2N1C=C(N2)COC2=CC=C(CN1N=C(C(=C1)CCC(=O)O)OCC)C=C2 (3-[1-[4-(5-chloroimidazo[1,2-a]pyridin-2-ylmethoxy)benzyl]-3-ethoxy-1H-pyrazol-4-yl]propionic acid). Yield: 93.8%. Reaction SMILES: [Cl:1][C:2]1[N:7]2[CH:8]=[C:9]([CH2:11][O:12][C:13]3[CH:34]=[CH:33][C:16]([CH2:17][N:18]4[CH:22]=[C:21]([CH2:23][CH2:24][C:25]([O:27]CC)=[O:26])[C:20]([O:30][CH2:31][CH3:32])=[N:19]4)=[CH:15][CH:14]=3)[N:10]=[C:6]2[CH:5]=[CH:4][CH:3]=1.[OH-].[Na+].O1CCCC1.Cl>C(O)C>[Cl:1][C:2]1[N:7]2[CH:8]=[C:9]([CH2:11][O:12][C:13]3[CH:34]=[CH:33][C:16]([CH2:17][N:18]4[CH:22]=[C:21]([CH2:23][CH2:24][C:25]([OH:27])=[O:26])[C:20]([O:30][CH2:31][CH3:32])=[N:19]4)=[CH:15][CH:14]=3)[N:10]=[C:6]2[CH:5]=[CH:4][CH:3]=1 |f:1.2|. Procedure: After a mixture of ethyl 3-[1-[4-(5-chloroimidazo[1,2-a]pyridin-2-ylmethoxy)benzyl]-3-ethoxy-1H-pyrazol-4-yl]propionate (507 mg), 1N aqueous sodium hydroxide solution (2 ml), tetrahydrofuran (4 ml) and ethanol (4 ml) was stirred at room temperature for 3 hours, 1N hydrochloric acid (2 ml) was added to the mixture, and then the mixture was extracted with ethyl acetate. The ethyl acetate layer was washed with saturated aqueous sodium chloride solution, dried (MgSO4) and concentrated. The resulting... Starting materials: C1(CCCCC1)=NO (cyclohexanone oxime), S(O)(O)(=O)=O (sulfuric acid). Yields the product S(O)(O)(=O)=O (sulfuric acid), S(=O)(=O)(O)O.C1(CCCCCN1)=O (ε-caprolactam sulfate). As a reaction SMILES: [C:1]1(=[N:7]O)[CH2:6][CH2:5][CH2:4][CH2:3][CH2:2]1.[S:9](=[O:13])(=[O:12])([OH:11])[OH:10]>>[S:9](=[O:11])(=[O:10])([OH:13])[OH:12].[S:9]([OH:13])([OH:12])(=[O:11])=[O:10].[C:1]1(=[O:10])[NH:7][CH2:2][CH2:3][CH2:4][CH2:5][CH2:6]1 |f:3.4|. Procedure details: The method according to claim 1, wherein the cyclohexanone oxime is subjected to the Beckmann rearrangement reaction in sulfuric acid or fuming sulfuric acid to obtain ε-caprolactam sulfate. Starting materials: CCc1cc(-c2ccc(S(=O)(=O)Cl)o2)c(C)[nH]c1=O, NCCN1CCOCC1. Product: CCc1cc(-c2ccc(S(=O)(=O)NCCN3CCOCC3)o2)c(C)[nH]c1=O, Cl. As a reaction SMILES: [CH2:1]([CH3:2])[c:3]1[cH:4][c:5](-[c:11]2[cH:12][cH:13][c:14]([S:16](=[O:17])(=[O:18])[Cl:19])[o:15]2)[c:6]([CH3:10])[nH:7][c:8]1=[O:9].[O:20]1[CH2:21][CH2:22][N:23]([CH2:26][CH2:27][NH2:28])[CH2:24][CH2:25]1>>[CH2:1]([CH3:2])[c:3]1[cH:4][c:5](-[c:11]2[cH:12][cH:13][c:14]([S:16](=[O:17])(=[O:18])[NH:28][CH2:27][CH2:26][N:23]3[CH2:22][CH2:21][O:20][CH2:25][CH2:24]3)[o:15]2)[c:6]([CH3:10])[nH:7][c:8]1=[O:9].[ClH:19]. The reactants are CNCCN1CCN(C)CC1, CSC1NC(=O)C(=Cc2ccc3c(cnn3Cc3ccc(Cl)cc3C(F)(F)F)c2)S1. The product is CN1CCN(CCN(C)C2=NC(=O)C(=Cc3ccc4c(cnn4Cc4ccc(Cl)cc4C(F)(F)F)c3)S2)CC1. Reaction SMILES: [CH3:31][NH:32][CH2:33][CH2:34][N:35]1[CH2:36][CH2:37][N:38]([CH3:41])[CH2:39][CH2:40]1.[Cl:1][c:2]1[cH:3][c:4]([C:27]([F:28])([F:29])[F:30])[c:5]([CH2:6][n:7]2[n:8][cH:9][c:10]3[cH:11][c:12]([CH:16]=[C:17]4[C:18](=[O:24])[NH:19][CH:20]([S:22][CH3:23])[S:21]4)[cH:13][cH:14][c:15]23)[cH:25][cH:26]1>>[Cl:1][c:2]1[cH:3][c:4]([C:27]([F:28])([F:29])[F:30])[c:5]([CH2:6][n:7]2[n:8][cH:9][c:10]3[cH:11][c:12]([CH:16]=[C:17]4[C:18](=[O:24])[N:19]=[C:20]([N:32]([CH3:31])[CH2:33][CH2:34][N:35]5[CH2:36][CH2:37][N:38]([CH3:41])[CH2:39][CH2:40]5)[S:21]4)[cH:13][cH:14][c:15]23)[cH:25][cH:26]1. The reactants are CCN=C=NCCCN(C)C, Cc1nnnn1-c1cccc(OCC(=O)O)c1, CN1CCOCC1, CCOC(C)=O, Cl, Nc1ccc(Cl)c(C(F)(F)F)c1, CN(C)C=O, On1nnc2ccccc21. Product: Cc1nnnn1-c1cccc(OCC(=O)Nc2ccc(Cl)c(C(F)(F)F)c2)c1. As a reaction SMILES: [CH2:19]([N:20]=[C:21]=[N:22][CH2:23][CH2:24][CH2:25][N:26]([CH3:27])[CH3:28])[CH3:29].[CH3:1][c:2]1[n:3][n:4][n:5][n:6]1-[c:7]1[cH:8][c:9]([O:10][CH2:11][C:12](=[O:13])[OH:14])[cH:15][cH:16][cH:17]1.[CH3:40][N:41]1[CH2:42][CH2:43][O:44][CH2:45][CH2:46]1.[CH3:59][CH2:60][O:61][C:62](=[O:63])[CH3:64].[ClH:18].[NH2:47][c:48]1[cH:49][cH:50][c:51]([Cl:52])[c:53]([C:55]([F:56])([F:57])[F:58])[cH:54]1.[O:65]=[CH:66][N:67]([CH3:68])[CH3:69].[OH:30][n:31]1[c:32]2[cH:33][cH:34][cH:35][cH:36][c:37]2[n:38][n:39]1>>[CH3:1][c:2]1[n:3][n:4][n:5][n:6]1-[c:7]1[cH:8][c:9]([O:10][CH2:11][C:12](=[O:14])[NH:47][c:48]2[cH:49][cH:50][c:51]([Cl:52])[c:53]([C:55]([F:56])([F:57])[F:58])[cH:54]2)[cH:15][cH:16][cH:17]1. The reactants are CCOc1ccc2c(CO)coc2c1, C1CCOC1, CCOC(=O)c1cc2c(O)cccc2n1C(=O)OC(C)(C)C, CCOC(=O)N=NC(=O)[O-], c1ccc(P(c2ccccc2)c2ccccc2)cc1. Product: CCOC(=O)c1cc2c(OCc3coc4cc(OCC)ccc34)cccc2n1C(=O)OC(C)(C)C. Reaction SMILES: [CH2:23]([CH3:24])[O:25][c:26]1[cH:27][c:28]2[c:29]([c:30]([CH2:33][OH:34])[cH:31][o:32]2)[cH:35][cH:36]1.[CH2:66]1[O:67][CH2:68][CH2:69][CH2:70]1.[CH3:1][CH2:2][O:3][C:4](=[O:5])[c:6]1[n:7]([C:16](=[O:17])[O:18][C:19]([CH3:20])([CH3:21])[CH3:22])[c:8]2[cH:9][cH:10][cH:11][c:12]([OH:15])[c:13]2[cH:14]1.[N:56]([C:57]([O:58][CH2:59][CH3:60])=[O:61])=[N:62][C:63]([O-:64])=[O:65].[c:37]1([P:38]([c:39]2[cH:40][cH:41][cH:42][cH:43][cH:44]2)[c:45]2[cH:46][cH:47][cH:48][cH:49][cH:50]2)[cH:51][cH:52][cH:53][cH:54][cH:55]1>>[CH3:1][CH2:2][O:3][C:4](=[O:5])[c:6]1[n:7]([C:16](=[O:17])[O:18][C:19]([CH3:20])([CH3:21])[CH3:22])[c:8]2[cH:9][cH:10][cH:11][c:12]([O:15][CH2:33][c:30]3[c:29]4[c:28]([cH:27][c:26]([O:25][CH2:23][CH3:24])[cH:36][cH:35]4)[o:32][cH:31]3)[c:13]2[cH:14]1. Reactants: C[C@H]1N(C[C@@H](N(C1)C=1C=CC=2N(N1)C(=NN2)C(F)(F)F)C)C(=O)OC(C)(C)C ((2R,5S)-tert-Butyl 2,5-dimethyl-4-[3-(trifluoromethyl)-[1,2,4]triazolo[4,3-b]pyridazin-6-yl]piperazine-1-carboxylate), C(=O)(C(F)(F)F)O (TFA). Conditions: time 15 minute. Yields the product C[C@@H]1N(C[C@H](NC1)C)C=1C=CC=2N(N1)C(=NN2)C(F)(F)F (6-[(2S,5R)-2,5-dimethylpiperazin-1-yl]-3-(trifluoromethyl)-[1,2,4]triazolo[4,3-b]pyridazine). Yield: 78.1%. Reaction SMILES: [CH3:1][C@@H:2]1[CH2:7][N:6]([C:8]2[CH:9]=[CH:10][C:11]3[N:12]([C:14]([C:17]([F:20])([F:19])[F:18])=[N:15][N:16]=3)[N:13]=2)[C@@H:5]([CH3:21])[CH2:4][N:3]1C(OC(C)(C)C)=O.C(O)(C(F)(F)F)=O>>[CH3:21][C@H:5]1[CH2:4][NH:3][C@H:2]([CH3:1])[CH2:7][N:6]1[C:8]1[CH:9]=[CH:10][C:11]2[N:12]([C:14]([C:17]([F:20])([F:19])[F:18])=[N:15][N:16]=2)[N:13]=1. Procedure: (2R,5S)-tert-Butyl 2,5-dimethyl-4-[3-(trifluoromethyl)-[1,2,4]triazolo[4,3-b]pyridazin-6-yl]piperazine-1-carboxylate (6.01 g, 15 mmol) was added in portions to stirred TFA (25 mL) over 5 minutes. There was a moderate exotherm and the reaction mixture was allowed to stir for a further 15 minutes. The bulk of the TFA was evaporated and the residue was basified with 1M aqueous K2CO3. It was extracted thoroughly with DCM (4×200 mL) and the combined organic phase was dried over MgSO4 and evaporated t...